This data is from the Open Reaction Database (ORD), a public repository of structured organic reaction records. The task is: describe an organic reaction: reactants, conditions, products, and yield Starting materials: FC=1C=C(C=CC1)C[C@@H](CN1C(C2=CC=CC=C2C1=O)=O)N1C(C2=CC=C(C=C2C1)C1=CC=NN1C)=O (2-{(2S)-3-(3-fluorophenyl)-2-[5-(1-methyl-1H-pyrazol-5-yl)-1-oxo-1,3-dihydro-2H-isoindol-2-yl]propyl}-1H-isoindole-1,3(2H)-dione), BrN1C(CCC1=O)=O (N-bromosuccinimide). The solvent is O1CCCC1 (tetrahydrofuran). Conditions: time 1 hour. The product is BrC=1C=NN(C1C=1C=C2CN(C(C2=CC1)=O)[C@H](CN1C(C2=CC=CC=C2C1=O)=O)CC1=CC(=CC=C1)F)C (2-[(2S)-2-[5-(4-bromo-1-methyl-1H-pyrazol-5-yl)-1-oxo-1,3-dihydro-2H-isoindol-2-yl]-3-(3-fluorophenyl)propyl]-1H-isoindole-1,3(2H)-dione). The yield is 99.7%. As a reaction SMILES: [F:1][C:2]1[CH:3]=[C:4]([CH2:8][C@H:9]([N:22]2[CH2:30][C:29]3[C:24](=[CH:25][CH:26]=[C:27]([C:31]4[N:35]([CH3:36])[N:34]=[CH:33][CH:32]=4)[CH:28]=3)[C:23]2=[O:37])[CH2:10][N:11]2[C:19](=[O:20])[C:18]3[C:13](=[CH:14][CH:15]=[CH:16][CH:17]=3)[C:12]2=[O:21])[CH:5]=[CH:6][CH:7]=1.[Br:38]N1C(=O)CCC1=O>O1CCCC1>[Br:38][C:32]1[CH:33]=[N:34][N:35]([CH3:36])[C:31]=1[C:27]1[CH:28]=[C:29]2[C:24](=[CH:25][CH:26]=1)[C:23](=[O:37])[N:22]([C@@H:9]([CH2:8][C:4]1[CH:5]=[CH:6][CH:7]=[C:2]([F:1])[CH:3]=1)[CH2:10][N:11]1[C:19](=[O:20])[C:18]3[C:13](=[CH:14][CH:15]=[CH:16][CH:17]=3)[C:12]1=[O:21])[CH2:30]2. Reported procedure: To a solution of 2-{(2S)-3-(3-fluorophenyl)-2-[5-(1-methyl-1H-pyrazol-5-yl)-1-oxo-1,3-dihydro-2H-isoindol-2-yl]propyl}-1H-isoindole-1,3(2H)-dione (200.0 mg, 0.4044 mmol) [prepared in Example 1] in tetrahydrofuran (5 mL) was added N-bromosuccinimide (72.0 mg, 0.404 mmol). The solution was stirred at room temperature for 1 h and then concentrated under reduced pressure. The residue was purified by combi-flash chromatography eluted with EtOAc/hexane (50-100%). The purification afforded 231 mg (99.6... Reactants: C(CCC)[Li] (n-butyl lithium), BrC1=C(C=O)C=C(C=C1)F (2-bromo-5-fluorobenzaldehyde). The reagents and catalysts are [Br-].C[P+](C1=CC=CC=C1)(C1=CC=CC=C1)C1=CC=CC=C1 (Methyltriphenylphosphonium bromide). Solvent: O1CCCC1 (tetrahydrofuran). Run at temperature 0 celsius. Yields the product BrC1=C(C=C(C=C1)F)C=C (1-Bromo-4-fluoro-2-vinyl-benzene). As a reaction SMILES: [CH2:1]([Li])CCC.[Br:6][C:7]1[CH:14]=[CH:13][C:12]([F:15])=[CH:11][C:8]=1[CH:9]=O>[Br-].C[P+](C1C=CC=CC=1)(C1C=CC=CC=1)C1C=CC=CC=1.O1CCCC1>[Br:6][C:7]1[CH:14]=[CH:13][C:12]([F:15])=[CH:11][C:8]=1[CH:9]=[CH2:1] |f:2.3|. Procedure: 21.12 g Methyltriphenylphosphonium bromide were suspended in 150 ml tetrahydrofuran and cooled in an ice bath. 21.68 ml n-butyl lithium (2.5 M in n-heptane) were added dropwise and the reaction mixture stirred at 0° C. for thirty minutes. Then 10.0 g commercially available 2-bromo-5-fluorobenzaldehyde were added slowly so that the reaction temperature did not exceed +5° C. After completion of the addition the cooling bath was removed and the reaction mixture stirred at room temperature for one h...